Dataset: the Open Reaction Database (ORD), a public repository of structured organic reaction records. Task: describe an organic reaction: reactants, conditions, products, and yield The reactants are NC=1SC=C(N1)/C(/C(=O)OCC)=N/OC (ethyl 2-(aminothiazol-4-yl)-Z-2-methoxyiminoacetate), P(=O)(OCC)(OCC)Cl (diethyl chlorophosphate). Run in N1=CC=CC=C1 (pyridine). Reaction conditions: time 2 hour. Yields the product C(C)OP(=O)(OCC)NC=1SC=C(N1)C(C(=O)OCC)=NOC ((Diethoxyphosphinyl)amino-α-(methoxyimino)-4-thiazoleacetic Acid, Ethyl Ester). Isolated yield 75.3%. RXN SMILES: [NH2:1][C:2]1[S:3][CH:4]=[C:5](/[C:7](=[N:13]/[O:14][CH3:15])/[C:8]([O:10][CH2:11][CH3:12])=[O:9])[N:6]=1.[P:16](Cl)([O:21][CH2:22][CH3:23])([O:18][CH2:19][CH3:20])=[O:17]>N1C=CC=CC=1>[CH2:19]([O:18][P:16]([NH:1][C:2]1[S:3][CH:4]=[C:5]([C:7](=[N:13][O:14][CH3:15])[C:8]([O:10][CH2:11][CH3:12])=[O:9])[N:6]=1)([O:21][CH2:22][CH3:23])=[O:17])[CH3:20]. Procedure: To a stirred solution of 4.6 g (0.02 mol) of ethyl 2-(aminothiazol-4-yl)-Z-2-methoxyiminoacetate in 40 ml pyridine at 10°-20° was added 9.0 ml (0.6 mol) diethyl chlorophosphate. The solution was stirred at room temperature for 2 hours. Pyridine was evaporated and the residue was codistilled with benzene and partitioned between water and methylene chloride. The methylene chloride layer was washed with excess 10% aqueous HCl, water, aqueous bicarbonate, saturated sodium chloride, and dried over so... The reactants are CO, [Na+], [OH-], O, COC(=O)c1cc2ncccc2s1. The product is O=C(O)c1cc2ncccc2s1. RXN SMILES: [CH3:16][OH:17].[Na+:2].[OH-:1].[OH2:18].[s:3]1[c:4]([C:12](=[O:13])[O:14][CH3:15])[cH:5][c:6]2[n:7][cH:8][cH:9][cH:10][c:11]12>>[s:3]1[c:4]([C:12](=[O:13])[OH:14])[cH:5][c:6]2[n:7][cH:8][cH:9][cH:10][c:11]12.